This data is from the Open Reaction Database (ORD), a public repository of structured organic reaction records. The task is: describe an organic reaction: reactants, conditions, products, and yield The reactants are BrC1=CC=C(C=C1)C1=C(C(=NO1)C)C=O (5-(4-Bromo-phenyl)-3-methyl-isoxazole-4-carbaldehyde), C1(=CC=CC=C1)C=1OC=NN1 (2-phenyl-[1,3,4]oxadiazole). Yields the product BrC1=CC=C(C=C1)C1=C(C(=NO1)C)C(O)C=1OC(=NN1)C1=CC=CC=C1 ([5-(4-Bromo-phenyl)-3-methyl-isoxazol-4-yl]-(5-phenyl-[1,3,4]oxadiazol-2-yl)-methanol). Reaction SMILES: [Br:1][C:2]1[CH:7]=[CH:6][C:5]([C:8]2[O:12][N:11]=[C:10]([CH3:13])[C:9]=2[CH:14]=[O:15])=[CH:4][CH:3]=1.[C:16]1([C:22]2[O:23][CH:24]=[N:25][N:26]=2)[CH:21]=[CH:20][CH:19]=[CH:18][CH:17]=1>>[Br:1][C:2]1[CH:3]=[CH:4][C:5]([C:8]2[O:12][N:11]=[C:10]([CH3:13])[C:9]=2[CH:14]([C:24]2[O:23][C:22]([C:16]3[CH:21]=[CH:20][CH:19]=[CH:18][CH:17]=3)=[N:26][N:25]=2)[OH:15])=[CH:6][CH:7]=1. Procedure details: Prepared according to the procedure described in Example 30, Step 1, using 5-(4-Bromo-phenyl)-3-methyl-isoxazole-4-carbaldehyde and 2-phenyl-[1,3,4]oxadiazole. Reported procedure: Stir a mixture of 1-(4-chlorobenzo[b]thiophen-2-yl)-3-(3,5-dichlorophenyl)-4,4,4-trifluorobut-2-en-1-one (1.05 g, crude, 2.43 mmol), NaOH (389 mg, 9.72 mmol) and NH2OH—HCl (335 mg, 4.8 mmol) in MeOH mL) and water (8 mL) at ambient temperature for 4 hours. After removal of solvent under vacuum, dilute the residue with ice water (20 mL). Extract the aqueous mixture with EtOAc (15 mL×3). The combined organic layers are washed with brine, dried over anhydrous Na2SO4 and concentrated under vacuum. Pu... Yields the product ClC1=CC=CC=2SC(=CC21)C2=NOC(C2)(C(F)(F)F)C2=CC(=CC(=C2)Cl)Cl (3-(4-chlorobenzo[b]thiophen-2-yl)-5-(3,5-dichlorophenyl)-5-(trifluoromethyl)-4,5-dihydroisoxazole). Solvent: CO (MeOH). Starting materials: ClC1=CC=CC=2SC(=CC21)C(C=C(C(F)(F)F)C2=CC(=CC(=C2)Cl)Cl)=O (1-(4-chlorobenzo[b]thiophen-2-yl)-3-(3,5-dichlorophenyl)-4,4,4-trifluorobut-2-en-1-one), [OH-].[Na+] (NaOH), NO.Cl (NH2OH—HCl), O (water). Yield: 27.8%. Reaction SMILES: [Cl:1][C:2]1[C:10]2[CH:9]=[C:8]([C:11](=O)[CH:12]=[C:13]([C:18]3[CH:23]=[C:22]([Cl:24])[CH:21]=[C:20]([Cl:25])[CH:19]=3)[C:14]([F:17])([F:16])[F:15])[S:7][C:6]=2[CH:5]=[CH:4][CH:3]=1.[OH-:27].[Na+].[NH2:29]O.Cl.O>CO>[Cl:1][C:2]1[C:10]2[CH:9]=[C:8]([C:11]3[CH2:12][C:13]([C:18]4[CH:23]=[C:22]([Cl:24])[CH:21]=[C:20]([Cl:25])[CH:19]=4)([C:14]([F:17])([F:16])[F:15])[O:27][N:29]=3)[S:7][C:6]=2[CH:5]=[CH:4][CH:3]=1 |f:1.2,3.4|. RXN SMILES: [CH3:45][C:46]#[N:47].[Cl:1][c:2]1[n:3][c:4]([N:21]2[CH2:22][CH2:23][O:24][CH2:25][CH2:26]2)[c:5]2[c:6]([n:7]1)[cH:8][c:9]([CH2:11][N:12]1[CH2:13][CH2:14][CH:15]([N:18]([CH3:19])[CH3:20])[CH2:16][CH2:17]1)[s:10]2.[Na+:39].[Na+:40].[O-:41][C:42](=[O:43])[O-:44].[s:27]1[c:28]2[c:29]([c:30]([B:32]([OH:33])[OH:34])[cH:31]1)[cH:35][cH:36][cH:37][cH:38]2>>[c:2]1(-[c:30]2[c:29]3[c:28]([s:27][cH:31]2)[cH:38][cH:37][cH:36][cH:35]3)[n:3][c:4]([N:21]2[CH2:22][CH2:23][O:24][CH2:25][CH2:26]2)[c:5]2[c:6]([n:7]1)[cH:8][c:9]([CH2:11][N:12]1[CH2:13][CH2:14][CH:15]([N:18]([CH3:19])[CH3:20])[CH2:16][CH2:17]1)[s:10]2. Starting materials: CC#N, CN(C)C1CCN(Cc2cc3nc(Cl)nc(N4CCOCC4)c3s2)CC1, [Na+], [Na+], O=C([O-])[O-], OB(O)c1csc2ccccc12. Yields the product CN(C)C1CCN(Cc2cc3nc(-c4csc5ccccc45)nc(N4CCOCC4)c3s2)CC1. Starting materials: P12(=S)SP3(=S)SP(=S)(S1)SP(=S)(S2)S3 (phosphorus pentasulfide), [S-2].[K+].[K+] (potassium sulfide), ClCCC1OC2=C(C(N(C1)C)=O)C=CC=C2 (2-(2-chloroethyl)-2,3-dihydro-4-methyl-1,4-benzoxazepin-5(4H)-one). Solvent: C1(=CC=CC=C1)C (toluene). Yields the product ClCCC1OC2=C(C(N(C1)C)=S)C=CC=C2 (2-(2-Chloroethyl)-2,3-dihydro-4-methyl-1,4-benzoxazepine-5(4H)-thione). As a reaction SMILES: P12(SP3(SP(SP(S3)(S1)=S)(=S)S2)=S)=S.[S-2:15].[K+].[K+].[Cl:18][CH2:19][CH2:20][CH:21]1[CH2:27][N:26]([CH3:28])[C:25](=O)[C:24]2[CH:30]=[CH:31][CH:32]=[CH:33][C:23]=2[O:22]1>C1(C)C=CC=CC=1>[Cl:18][CH2:19][CH2:20][CH:21]1[CH2:27][N:26]([CH3:28])[C:25](=[S:15])[C:24]2[CH:30]=[CH:31][CH:32]=[CH:33][C:23]=2[O:22]1 |f:1.2.3|. Procedure: A mixture of 18.5 g (0.0834 mole) of phosphorus pentasulfide and 18.5 g potassium sulfide was ground together and added to a solution of 100 g (0.417 mole) of 2-(2-chloroethyl)-2,3-dihydro-4-methyl-1,4-benzoxazepin-5(4H)-one in dry toluene, the mixture refluxed 24 hr. and filtered. The filtrate was concentrated and partitioned between chloroform and diluted sodium hydroxide. The chloroform layer was concentrated and the residue was crystallized several times from ethanol. Yield of product was 55... The reactants are CN(C)c1ccncc1, CCCC(=O)O, C(=NC1CCCCC1)=NC1CCCCC1, ClCCl, Nc1ccc(O)cc1. The product is CCCC(=O)Nc1ccc(O)cc1. RXN SMILES: [CH3:33][N:34]([c:35]1[cH:36][cH:37][n:38][cH:39][cH:40]1)[CH3:41].[CH3:9][CH2:10][CH2:11][C:12]([OH:13])=[O:14].[CH:15]1([N:16]=[C:17]=[N:18][CH:19]2[CH2:20][CH2:21][CH2:22][CH2:23][CH2:24]2)[CH2:25][CH2:26][CH2:27][CH2:28][CH2:29]1.[Cl:30][CH2:31][Cl:32].[NH2:1][c:2]1[cH:3][cH:4][c:5]([OH:6])[cH:7][cH:8]1>>[NH:1]([c:2]1[cH:3][cH:4][c:5]([OH:6])[cH:7][cH:8]1)[C:12]([CH2:11][CH2:10][CH3:9])=[O:13].